From a dataset of the Open Reaction Database (ORD), a public repository of structured organic reaction records. describe an organic reaction: reactants, conditions, products, and yield The reactants are O=C([O-])[O-], CS(C)=O, FC(F)(F)c1cnc(Cl)c(Cl)c1, [K+], [K+], O, Oc1ccccc1. The product is FC(F)(F)c1cnc(Oc2ccccc2)c(Cl)c1. RXN SMILES: [C:17](=[O:18])([O-:19])[O-:20].[CH3:13][S:14](=[O:15])[CH3:16].[Cl:1][c:2]1[n:3][cH:4][c:5]([C:9]([F:10])([F:11])[F:12])[cH:6][c:7]1[Cl:8].[K+:21].[K+:22].[OH2:30].[OH:23][c:24]1[cH:25][cH:26][cH:27][cH:28][cH:29]1>>[c:2]1([O:23][c:24]2[cH:25][cH:26][cH:27][cH:28][cH:29]2)[n:3][cH:4][c:5]([C:9]([F:10])([F:11])[F:12])[cH:6][c:7]1[Cl:8]. Starting materials: NC1[C@@H]2N(C(=CCS2)C(=O)O)C1=O (7-amino-3-cephem-4-carboxylic acid), C[Si](C)(C)CC(=O)N (trimethylsilylacetamide), C(=O)NC=1SC=C(N1)C(C(=O)O)=NOCCOCC (2-(2-formamidothiazol-4-yl)-2-(2-ethoxyethoxyimino)acetic acid), P(=O)(Cl)(Cl)Cl (phosphoryl chloride). Solvent: C(C)(=O)OCC (ethyl acetate), C(C)(=O)OCC (ethyl acetate), CN(C=O)C (N,N-dimethylformamide). Yields the product C(=O)NC=1SC=C(N1)C(C(=O)NC1[C@@H]2N(C(=CCS2)C(=O)O)C1=O)=NOCCOCC (7-[2-(2-formamidothiazol-4-yl)-2-(2-ethoxyethoxyimino)acetamido]-3-cephem-4-carboxylic acid). Isolated yield 83.6%. RXN SMILES: [NH2:1][CH:2]1[C:12](=[O:13])[N:4]2[C:5]([C:9]([OH:11])=[O:10])=[CH:6][CH2:7][S:8][C@H:3]12.C[Si](CC(N)=O)(C)C.[CH:22]([NH:24][C:25]1[S:26][CH:27]=[C:28]([C:30](=[N:34][O:35][CH2:36][CH2:37][O:38][CH2:39][CH3:40])[C:31](O)=[O:32])[N:29]=1)=[O:23].P(Cl)(Cl)(Cl)=O>C(OCC)(=O)C.CN(C)C=O>[CH:22]([NH:24][C:25]1[S:26][CH:27]=[C:28]([C:30](=[N:34][O:35][CH2:36][CH2:37][O:38][CH2:39][CH3:40])[C:31]([NH:1][CH:2]2[C:12](=[O:13])[N:4]3[C:5]([C:9]([OH:11])=[O:10])=[CH:6][CH2:7][S:8][C@H:3]23)=[O:32])[N:29]=1)=[O:23]. Procedure: A solution of 7-amino-3-cephem-4-carboxylic acid (1.3 g.) and trimethylsilylacetamide (7.0 g.) in ethyl acetate (30 ml.) and a solution of 2-(2-formamidothiazol-4-yl)-2-(2-ethoxyethoxyimino)acetic acid (syn isomer, 1.72 g.), N,N-dimethylformamide (0.48 g.) and phosphoryl chloride (1.01 g.) in ethyl acetate (25 ml.) were treated in a similar manner to that of Example 1-(1) to give 7-[2-(2-formamidothiazol-4-yl)-2-(2-ethoxyethoxyimino)acetamido]-3-cephem-4-carboxylic acid (syn isomer, 2.35 g.). Starting materials: CS(C)=O, ClCc1ccc2ccn(C(c3ccccc3)c3cccc(C=Cc4ccc5ccccc5n4)c3)c2c1, N#C[K]. RXN SMILES: [CH3:40][S:41]([CH3:42])=[O:43].[Cl:1][CH2:2][c:3]1[cH:4][cH:5][c:6]2[cH:7][cH:8][n:9]([CH:12]([c:13]3[cH:14][c:15]([CH:19]=[CH:20][c:21]4[n:22][c:23]5[cH:24][cH:25][cH:26][cH:27][c:28]5[cH:29][cH:30]4)[cH:16][cH:17][cH:18]3)[c:31]3[cH:32][cH:33][cH:34][cH:35][cH:36]3)[c:10]2[cH:11]1.[K:37][C:38]#[N:39]>>[CH2:2]([c:3]1[cH:4][cH:5][c:6]2[cH:7][cH:8][n:9]([CH:12]([c:13]3[cH:14][c:15]([CH:19]=[CH:20][c:21]4[n:22][c:23]5[cH:24][cH:25][cH:26][cH:27][c:28]5[cH:29][cH:30]4)[cH:16][cH:17][cH:18]3)[c:31]3[cH:32][cH:33][cH:34][cH:35][cH:36]3)[c:10]2[cH:11]1)[C:38]#[N:39]. Yields the product N#CCc1ccc2ccn(C(c3ccccc3)c3cccc(C=Cc4ccc5ccccc5n4)c3)c2c1.